From a dataset of the Open Reaction Database (ORD), a public repository of structured organic reaction records. describe an organic reaction: reactants, conditions, products, and yield As a reaction SMILES: [CH:38]([Cl:39])([Cl:40])[Cl:41].[ClH:1].[F:14][c:15]1[c:16]([O:17][c:18]2[cH:19][c:20]3[c:21]([n:22][c:23]([S:26]([CH3:27])(=[O:28])=[O:29])[n:24][cH:25]3)[n:30]([CH3:33])[c:31]2=[O:32])[cH:34][cH:35][cH:36][cH:37]1.[NH2:2][CH2:3][CH2:4][C:5](=[O:6])[O:7][CH2:8][CH3:9].[O-:10][C:11](=[O:12])[O-:13]>>[NH:2]([CH2:3][CH2:4][C:5](=[O:6])[O:7][CH2:8][CH3:9])[c:23]1[n:22][c:21]2[c:20]([cH:19][c:18]([O:17][c:16]3[c:15]([F:14])[cH:37][cH:36][cH:35][cH:34]3)[c:31](=[O:32])[n:30]2[CH3:33])[cH:25][n:24]1. Product: CCOC(=O)CCNc1ncc2cc(Oc3ccccc3F)c(=O)n(C)c2n1. Starting materials: ClC(Cl)Cl, Cl, Cn1c(=O)c(Oc2ccccc2F)cc2cnc(S(C)(=O)=O)nc21, CCOC(=O)CCN, O=C([O-])[O-].